This data is from the Open Reaction Database (ORD), a public repository of structured organic reaction records. The task is: describe an organic reaction: reactants, conditions, products, and yield Reactants: C(C)(=O)NNC(=O)C1=CN2CCCC3=CC=CC1=C23 (N′-acetyl-5,6-dihydro-4H-pyrrolo[3,2,1-ij]quinoline-1-carbohydrazide), CC[N+](CC)(CC)S(=O)(=O)N=C([O-])OC (Burgess Reagent). The solvent is mixture, CN(C=O)C.O1CCCC1 (N,N-dimethylformamide tetrahydrofuran). Conditions: temperature 120 celsius. The product is C1(=CN2CCCC3=CC=CC1=C23)C=2OC(=NN2)C (2-(5,6-dihydro-4H-pyrrolo[3,2,1-ij]quinolin-1-yl)-5-methyl-1,3,4-oxadiazole). As a reaction SMILES: [C:1]([NH:4][NH:5][C:6]([C:8]1[C:18]2=[C:19]3[C:14](=[CH:15][CH:16]=[CH:17]2)[CH2:13][CH2:12][CH2:11][N:10]3[CH:9]=1)=[O:7])(=O)[CH3:2].CC[N+](S(N=C(OC)[O-])(=O)=O)(CC)CC>CN(C)C=O.O1CCCC1>[C:8]1([C:6]2[O:7][C:1]([CH3:2])=[N:4][N:5]=2)[C:18]2=[C:19]3[C:14](=[CH:15][CH:16]=[CH:17]2)[CH2:13][CH2:12][CH2:11][N:10]3[CH:9]=1 |f:2.3|. Procedure details: N′-acetyl-5,6-dihydro-4H-pyrrolo[3,2,1-ij]quinoline-1-carbohydrazide was dissolved in 0.8 mL of mixture of N,N-dimethylformamide/tetrahydrofuran (9:1). To the solution was added Burgess Reagent (120 mg, 500 μmol). The reaction was heated at 120° C. for 24 hours. The solvent was removed under reduced pressure. residues were purified The crude product was purified using reverse phase chromatography (HPLC, C-18) using trifluoroacetic acid as a modifier to give 2-(5,6-dihydro-4H-pyrrolo[3,2,1-ij]qui...